This data is from the Open Reaction Database (ORD), a public repository of structured organic reaction records. The task is: describe an organic reaction: reactants, conditions, products, and yield Reactants: crude residue, BrC1=C2C(=NC=C1)NC=C2 (4-bromo-1H-pyrrolo[2,3-b]pyridine), BrC=1C=NNC1 (4-bromo-1H-pyrazole), CN(C)C=O (DMF). The solvent is CCOC(=O)C (EtOAc). Reaction conditions: temperature 150 celsius. The product is BrC=1C=NN(C1)C1=C2C(=NC=C1)NC=C2 (4-(4-bromo-1H-pyrazol-1-yl)-1H-pyrrolo[2,3-b]pyridine). RXN SMILES: Br[C:2]1[CH:7]=[CH:6][N:5]=[C:4]2[NH:8][CH:9]=[CH:10][C:3]=12.[Br:11][C:12]1[CH:13]=[N:14][NH:15][CH:16]=1.CN(C=O)C>CCOC(C)=O>[Br:11][C:12]1[CH:13]=[N:14][N:15]([C:2]2[CH:7]=[CH:6][N:5]=[C:4]3[NH:8][CH:9]=[CH:10][C:3]=23)[CH:16]=1. Procedure: A mixture of 4-bromo-1H-pyrrolo[2,3-b]pyridine (1.10 g, 0.00558 mol) and 4-bromo-1H-pyrazole (1.2 g, 0.0084 mol) was heated neat to 150° C. for 2 h. DMF was added to dissolve the crude residue. This residue was taken up in EtOAc and washed with 1N NaOH. The organic layer was washed with brine, dried over MgSO4, filtered and concentrated to give a crude 4-(4-bromo-1H-pyrazol-1-yl)-1H-pyrrolo[2,3-b]pyridine residue, LC/MS (M+H)+: 263,265.